This data is from the Open Reaction Database (ORD), a public repository of structured organic reaction records. The task is: describe an organic reaction: reactants, conditions, products, and yield The reactants are C(#N)C1=CC(=C(C=C1)NS(=O)(=O)C)F (N-(4-cyano-2-fluoro-phenyl)-methane sulphonamide), [H][H] (hydrogen). Reagents/catalysts: [Ni] (Raney nickel). The solvent is CO (methanol). Yields the product NCC1=CC(=C(C=C1)NS(=O)(=O)C)F (N-(4-aminomethyl-2-fluoro-phenyl)-methane sulphonamide), solid. As a reaction SMILES: [C:1]([C:3]1[CH:8]=[CH:7][C:6]([NH:9][S:10]([CH3:13])(=[O:12])=[O:11])=[C:5]([F:14])[CH:4]=1)#[N:2].[H][H]>[Ni].CO>[NH2:2][CH2:1][C:3]1[CH:8]=[CH:7][C:6]([NH:9][S:10]([CH3:13])(=[O:12])=[O:11])=[C:5]([F:14])[CH:4]=1. Reported procedure: The catalyst (0.151 g Raney nickel), N-(4-cyano-2-fluoro-phenyl)-methane sulphonamide (1.15 g) and methanol (25 ml) were placed in a hydrogenator. The mixture was stirred over night under hydrogen at a pressure of 2 bar. 0.26 ml hydrogen was taken up. The reaction mixture was drawn off through the filtering material and the filter cake was washed with methanol. The solvent was removed under vacuum and the residue was dried. The desired product was obtained in the form of a solid (476 mg). Procedure: Prepared in analogous manner in Example 9 from tert.butyl 4'-[(2-n-butyl-6-(N-cyclohexylaminocarbonyl-n-propylamino)-benzimidazol-1-yl)-methyl]biphenyl-2-carboxylate and trifluoroacetic acid. The reactants are C(CCC)C1=NC2=C(N1CC1=CC=C(C=C1)C=1C(=CC=CC1)C(=O)OC(C)(C)C)C=C(C=C2)N(C(=O)NC2CCCCC2)CCC (tert.butyl 4'-[(2-n-butyl-6-(N-cyclohexylaminocarbonyl-n-propylamino)-benzimidazol-1-yl)-methyl]biphenyl-2-carboxylate), FC(C(=O)O)(F)F (trifluoroacetic acid). As a reaction SMILES: [CH2:1]([C:5]1[N:9]([CH2:10][C:11]2[CH:16]=[CH:15][C:14]([C:17]3[C:18]([C:23]([O:25]C(C)(C)C)=[O:24])=[CH:19][CH:20]=[CH:21][CH:22]=3)=[CH:13][CH:12]=2)[C:8]2[CH:30]=[C:31]([N:34]([CH2:44][CH2:45][CH3:46])[C:35]([NH:37][CH:38]3[CH2:43][CH2:42][CH2:41][CH2:40][CH2:39]3)=[O:36])[CH:32]=[CH:33][C:7]=2[N:6]=1)[CH2:2][CH2:3][CH3:4].FC(F)(F)C(O)=O>>[CH2:1]([C:5]1[N:9]([CH2:10][C:11]2[CH:12]=[CH:13][C:14]([C:17]3[C:18]([C:23]([OH:25])=[O:24])=[CH:19][CH:20]=[CH:21][CH:22]=3)=[CH:15][CH:16]=2)[C:8]2[CH:30]=[C:31]([N:34]([CH2:44][CH2:45][CH3:46])[C:35]([NH:37][CH:38]3[CH2:39][CH2:40][CH2:41][CH2:42][CH2:43]3)=[O:36])[CH:32]=[CH:33][C:7]=2[N:6]=1)[CH2:2][CH2:3][CH3:4]. The product is C(CCC)C1=NC2=C(N1CC1=CC=C(C=C1)C=1C(=CC=CC1)C(=O)O)C=C(C=C2)N(C(=O)NC2CCCCC2)CCC (4'-[(2-n-Butyl-6-(N-cyclohexylaminocarbonyl-n-propylamino)-benzimidazol-1-yl)-methyl]biphenyl-2-carboxylic acid). Starting materials: CN1C(=O)N(C=2N=CNC2C1=O)C (1,3-dimethylxanthine), C([O-])([O-])=O.[K+].[K+] (potassium carbonate), CC1=CC=C(C(=O)C2=CC=C(CBr)C=C2)C=C1 (4-(4-methylbenzoyl)benzyl bromide). The solvent is CN(C)C=O (DMF), O (water). The product is CC1=CC=C(C(=O)C2=CC=C(CN3C=NC=4N(C(N(C(C34)=O)C)=O)C)C=C2)C=C1 (7-[4-(4-Methylbenzoyl)benzyl]-1,3-dimethylxanthine). Yield: 45.9%. As a reaction SMILES: [CH3:1][N:2]1[C:11](=[O:12])[C:10]2[NH:9][CH:8]=[N:7][C:6]=2[N:5]([CH3:13])[C:3]1=[O:4].C(=O)([O-])[O-].[K+].[K+].[CH3:20][C:21]1[CH:36]=[CH:35][C:24]([C:25]([C:27]2[CH:34]=[CH:33][C:30]([CH2:31]Br)=[CH:29][CH:28]=2)=[O:26])=[CH:23][CH:22]=1>CN(C=O)C.O>[CH3:20][C:21]1[CH:36]=[CH:35][C:24]([C:25]([C:27]2[CH:28]=[CH:29][C:30]([CH2:31][N:9]3[C:10]4[C:11](=[O:12])[N:2]([CH3:1])[C:3](=[O:4])[N:5]([CH3:13])[C:6]=4[N:7]=[CH:8]3)=[CH:33][CH:34]=2)=[O:26])=[CH:23][CH:22]=1 |f:1.2.3|. Reported procedure: A solution of 1,3-dimethylxanthine (99 mg), potassium carbonate (135 mg), 4-(4-methylbenzoyl)benzyl bromide (201 mg) in DMF (10 ml) was stirred at 60° C. for 5 hours. This reaction mixture was poured in water and extracted with ethyl acetate. The extract was washed with water, dried, and concentrated. The residue was purified by silica gel column chromatography (hexane: ethyl acetate =1:5) and recrystallized from ethyl acetate-isopropyl ether to provide the title compound as colorless solid (98 ... Reactants: COC=1C=C(CC2NCCC3=C(C=CC(=C23)OC)OCC2=CC=CC=C2)C=CC1OC (1-(3,4-Dimethoxy-benzyl)-5-benzyloxy-8-methoxy-1,2,3,4-tetrahydroisoquinoline), BrCC(=O)Br (2-bromoacetyl bromide), N1=C(C=CC=C1)CN (2-picolylamine). Yields the product COC=1C=C(CC2N(CCC3=C(C=CC(=C23)OC)OCC2=CC=CC=C2)CC(=O)NCC2=NC=CC=C2)C=CC1OC (2-[1-(3,4-Dimethoxy-benzyl)-5-benzyloxy-8-methoxy-3,4-dihydro-1H-isoquinolin-2-yl]-N-(pyridin-2-yl-methyl)-acetamide). As a reaction SMILES: [CH3:1][O:2][C:3]1[CH:4]=[C:5]([CH:27]=[CH:28][C:29]=1[O:30][CH3:31])[CH2:6][CH:7]1[C:16]2[C:11](=[C:12]([O:19][CH2:20][C:21]3[CH:26]=[CH:25][CH:24]=[CH:23][CH:22]=3)[CH:13]=[CH:14][C:15]=2[O:17][CH3:18])[CH2:10][CH2:9][NH:8]1.Br[CH2:33][C:34](Br)=[O:35].[N:37]1[CH:42]=[CH:41][CH:40]=[CH:39][C:38]=1[CH2:43][NH2:44]>>[CH3:1][O:2][C:3]1[CH:4]=[C:5]([CH:27]=[CH:28][C:29]=1[O:30][CH3:31])[CH2:6][CH:7]1[C:16]2[C:11](=[C:12]([O:19][CH2:20][C:21]3[CH:22]=[CH:23][CH:24]=[CH:25][CH:26]=3)[CH:13]=[CH:14][C:15]=2[O:17][CH3:18])[CH2:10][CH2:9][N:8]1[CH2:33][C:34]([NH:44][CH2:43][C:38]1[CH:39]=[CH:40][CH:41]=[CH:42][N:37]=1)=[O:35]. Procedure: prepared by reaction of 1-(3,4-Dimethoxy-benzyl)-5-benzyloxy-8-methoxy-1,2,3,4-tetrahydroisoquinoline and 2-bromoacetyl bromide with 2-picolylamine Reactants: C(C)(C)(C)OC(=O)N1CCN(CC1)C1=CC=C(C=C1)CN (4-(4-aminomethyl-phenyl)-piperazine-1-carboxylic acid tert-butyl ester), ClC1=C(C=C(C(=C1)[N+](=O)[O-])OC)C=C (1-chloro-4-methoxy-5-nitro-2-vinylbenzene), C1(O)=CC=C(O)C=C1 (quinol). The solvent is C(C)(C)O (isopropyl alcohol). Product: ClC1=C(CCNCC2=CC=C(C=C2)N2CCN(CC2)C(=O)OC(C)(C)C)C=C(C(=C1)[N+](=O)[O-])OC (Tert-butyl 4-(4-((2-chloro-5-methoxy-4-nitrophenethylamino)methyl)phenyl)piperazine-1-carboxylate). Yield: 65.1%. RXN SMILES: [C:1]([O:5][C:6]([N:8]1[CH2:13][CH2:12][N:11]([C:14]2[CH:19]=[CH:18][C:17]([CH2:20][NH2:21])=[CH:16][CH:15]=2)[CH2:10][CH2:9]1)=[O:7])([CH3:4])([CH3:3])[CH3:2].[Cl:22][C:23]1[CH:28]=[C:27]([N+:29]([O-:31])=[O:30])[C:26]([O:32][CH3:33])=[CH:25][C:24]=1[CH:34]=[CH2:35].C1(C=CC(O)=CC=1)O>C(O)(C)C>[Cl:22][C:23]1[CH:28]=[C:27]([N+:29]([O-:31])=[O:30])[C:26]([O:32][CH3:33])=[CH:25][C:24]=1[CH2:34][CH2:35][NH:21][CH2:20][C:17]1[CH:16]=[CH:15][C:14]([N:11]2[CH2:10][CH2:9][N:8]([C:6]([O:5][C:1]([CH3:4])([CH3:2])[CH3:3])=[O:7])[CH2:13][CH2:12]2)=[CH:19][CH:18]=1. Procedure details: A stirred solution of 4-(4-aminomethyl-phenyl)-piperazine-1-carboxylic acid tert-butyl ester (0.531 g, 1.82 mmol), 1-chloro-4-methoxy-5-nitro-2-vinylbenzene (Example 50C) (0.3 g, 1.40 mmol) and quinol (61.8 mg, 0.562 mmol) in isopropyl alcohol (16 mL) was heated to 100° C. for 30 hours. The mixture was allowed to cool to room temperature and concentrated under reduced pressure. The residue was purified by column chromatography on neutral silica gel using 2% methanol in DCM to give the title comp... As a reaction SMILES: [CH2:38]1[CH2:39][CH2:40][C:41]2=[N:46][CH2:45][CH2:44][CH2:43][N:42]2[CH2:47][CH2:48]1.[CH3:18][O:19][c:20]1[n:21][c:22]([NH:28][C:29]([O:30][c:32]2[cH:33][cH:34][cH:35][cH:36][cH:37]2)=[O:31])[n:23][c:24]([O:26][CH3:27])[cH:25]1.[CH3:51][C:52]#[N:53].[Cl:1][c:2]1[n:3][c:4]2[n:5]([n:6][c:7]([CH2:10][CH2:11][CH3:12])[cH:8][cH:9]2)[c:13]1[S:14](=[O:15])(=[O:16])[NH2:17].[ClH:49].[OH2:50]>>[Cl:1][c:2]1[n:3][c:4]2[n:5]([n:6][c:7]([CH2:10][CH2:11][CH3:12])[cH:8][cH:9]2)[c:13]1[S:14](=[O:15])(=[O:16])[NH:17][C:29]([NH:28][c:22]1[n:21][c:20]([O:19][CH3:18])[cH:25][c:24]([O:26][CH3:27])[n:23]1)=[O:30]. The product is CCCc1ccc2nc(Cl)c(S(=O)(=O)NC(=O)Nc3nc(OC)cc(OC)n3)n2n1. Reactants: C1CCC2=NCCCN2CC1, COc1cc(OC)nc(NC(=O)Oc2ccccc2)n1, CC#N, CCCc1ccc2nc(Cl)c(S(N)(=O)=O)n2n1, Cl, O. As a reaction SMILES: [OH:1][CH2:2][CH2:3][CH2:4][CH2:5][CH2:6][C:7]1[C:8](=[O:12])[CH2:9][CH2:10][CH:11]=1.[CH:13]1[C:14](/[CH:29]=[N:30]/[OH:31])=[CH:15][CH:16]=[N+:17]([CH2:19][N+:20]2[CH:25]=[CH:24][C:23](/[CH:26]=[N:27]/[OH:28])=[CH:22][CH:21]=2)[CH:18]=1.[Br-:32].[Br-].[C:34]1([CH3:44])[CH:39]=[CH:38][C:37]([S:40](Cl)(=[O:42])=[O:41])=[CH:36][CH:35]=1>N1C=CC=CC=1>[C:34]1([CH3:44])[CH:39]=[CH:38][C:37]([S:40]([O:1][CH2:2][CH2:3][CH2:4][CH2:5][CH2:6][C:7]2[C:8](=[O:12])[CH2:9][CH2:10][CH:11]=2)(=[O:42])=[O:41])=[CH:36][CH:35]=1.[CH:15]1[C:14](/[CH:29]=[N:30]/[OH:31])=[CH:13][CH:18]=[N+:17]([CH2:19][N+:20]2[CH:21]=[CH:22][C:23](/[CH:26]=[N:27]/[OH:28])=[CH:24][CH:25]=2)[CH:16]=1.[Br-:32].[Br-:32] |f:0.1.2.3,6.7.8.9|. Procedure: Treatment of 2-(5-hydroxypentyl)-2-cyclopentenone methoxime (Example 25) with p-toluenesulfonyl chloride in pyridine in the manner described in Example 18 gives a colorless oil. IR (film) 1600, 1190, 1180, 1050, 885 cm-1. The solvent is N1=CC=CC=C1 (pyridine). Reactants: OCCCCCC=1C(CCC1)=O.C=1C(=CC=[N+](C1)C[N+]2=CC=C(C=C2)/C=N/O)/C=N/O.[Br-].[Br-] (2-(5-hydroxypentyl)-2-cyclopentenone methoxime), C1(=CC=C(C=C1)S(=O)(=O)Cl)C (p-toluenesulfonyl chloride). The product is C1(=CC=C(C=C1)S(=O)(=O)OCCCCCC=1C(CCC1)=O)C.C=1C(=CC=[N+](C1)C[N+]2=CC=C(C=C2)/C=N/O)/C=N/O.[Br-].[Br-] (2-(5-p-toluenesulfonyloxypentyl)-2-cyclopentenone methoxime).